This data is from the Open Reaction Database (ORD), a public repository of structured organic reaction records. The task is: describe an organic reaction: reactants, conditions, products, and yield Starting materials: C(C)(C)(C)OC(NC(CC1=CC=CC=C1)C(N(C)C)=O)=O ((1-Dimethylcarbamoyl-2-phenyl-ethyl)-carbamic acid tert-butyl ester), Cl.O1CCOCC1 (HCl dioxane). Conditions: temperature 25 celsius, time 1 hour. The product is Cl.N[C@H](C(=O)N(C)C)CC1=CC=CC=C1 ((S)-2-Amino-N,N-dimethyl-3-phenyl-propionamide hydrochloride). As a reaction SMILES: C(OC(=O)[NH:7][CH:8]([C:16](=[O:20])[N:17]([CH3:19])[CH3:18])[CH2:9][C:10]1[CH:15]=[CH:14][CH:13]=[CH:12][CH:11]=1)(C)(C)C.[ClH:22].O1CCOCC1>>[ClH:22].[NH2:7][C@@H:8]([CH2:9][C:10]1[CH:11]=[CH:12][CH:13]=[CH:14][CH:15]=1)[C:16]([N:17]([CH3:19])[CH3:18])=[O:20] |f:1.2,3.4|. Procedure details: (1-Dimethylcarbamoyl-2-phenyl-ethyl)-carbamic acid tert-butyl ester (8.6 g, 29 mmol) was dissolved in 4 M HCl-dioxane (110 ml) at 0° C. and the mixture stirred at 25° C. for 1 hour. The mixture was concentrated and the solids triturated with ether. Yield, 6.2 g, 92%; PBMS 193 (MH+, 100%).